From a dataset of the Open Reaction Database (ORD), a public repository of structured organic reaction records. describe an organic reaction: reactants, conditions, products, and yield Starting materials: CSC1=NC=NC2=CC(=C(C=C12)OC)OS(=O)(=O)C(F)(F)F (4-(methylthio)-6-methoxy-7-(trifluoromethanesulphonyloxy)quinazoline), C(C#C)O (propargyl alcohol), bisdichloro(triphenylphosphine) palladium. The reagents and catalysts are C(C)N(CC)CC (triethylamine). Solvent: CN(C=O)C (dimethylformamide). Yields the product CSC1=NC=NC2=CC(=C(C=C12)OC)C#CCO (4-(methylthio)-6-methoxy-7-(3-hydroxyprop-1-ynyl)quinazoline). Yield: 16.6%. Reaction SMILES: [CH3:1][S:2][C:3]1[C:12]2[C:7](=[CH:8][C:9](OS(C(F)(F)F)(=O)=O)=[C:10]([O:13][CH3:14])[CH:11]=2)[N:6]=[CH:5][N:4]=1.[CH2:23]([OH:26])[C:24]#[CH:25]>CN(C)C=O.C(N(CC)CC)C>[CH3:1][S:2][C:3]1[C:12]2[C:7](=[CH:8][C:9]([C:25]#[C:24][CH2:23][OH:26])=[C:10]([O:13][CH3:14])[CH:11]=2)[N:6]=[CH:5][N:4]=1. Reported procedure: 4-(methylthio)-6-methoxy-7-(trifluoromethanesulphonyloxy)quinazoline (1.0 g, 2.82 mmol) in dimethylformamide (30 ml) was reacted with propargyl alcohol (0.51 ml, 8.75 mmol) in the presence of bisdichloro(triphenylphosphine) palladium (100 mg, 0.14 mmol) copper (I) iodide (40 mg) and triethylamine (1.7 ml, 0.0124 mmol) at 90° C. for 2.5 hours under argon. The solvent was evaporated in vacuo, water and hydrochloric acid (2.0 N) were added, and the mixture was extracted with ethyl acetate. Purifica... Reactants: CNc1nc(-c2cncc(Br)c2)c2cc(OC)c(OC)cc2n1, Cc1csc(OB(O)O)c1. Product: CNc1nc(-c2cncc(-c3cc(C)cs3)c2)c2cc(OC)c(OC)cc2n1. As a reaction SMILES: [Br:1][c:2]1[cH:3][c:4](-[c:8]2[n:9][c:10]([NH:22][CH3:23])[n:11][c:12]3[cH:13][c:14]([O:20][CH3:21])[c:15]([O:18][CH3:19])[cH:16][c:17]23)[cH:5][n:6][cH:7]1.[CH3:24][c:25]1[cH:26][c:27]([O:30][B:31]([OH:32])[OH:33])[s:28][cH:29]1>>[c:2]1(-[c:27]2[cH:26][c:25]([CH3:24])[cH:29][s:28]2)[cH:3][c:4](-[c:8]2[n:9][c:10]([NH:22][CH3:23])[n:11][c:12]3[cH:13][c:14]([O:20][CH3:21])[c:15]([O:18][CH3:19])[cH:16][c:17]23)[cH:5][n:6][cH:7]1. Reactants: CCOC(=O)C1CC(C)C(=O)N1, Cl, [Na+], [OH-]. The product is CC1CC(C(=O)O)NC1=O. RXN SMILES: [CH2:1]([CH3:2])[O:3][C:4](=[O:5])[CH:6]1[NH:7][C:8](=[O:12])[CH:9]([CH3:11])[CH2:10]1.[ClH:13].[Na+:15].[OH-:14]>>[O:3]=[C:4]([OH:5])[CH:6]1[NH:7][C:8](=[O:12])[CH:9]([CH3:11])[CH2:10]1. Reactants: CN1C(=CC(=C1)C)CC(=O)OC (Methyl 1,4-dimethyl-1H-pyrrole-2-acetate), Cl(=O)(=O)(=O)O (perchloric acid), alcohol, CN=C(C1=CC=CC=C1)Cl (N-methyl benzimidoyl chloride). The reagents and catalysts are Cl (hydrogen chloride). The solvent is C(Cl)(Cl)Cl (chloroform). Run at time 4 hour. Product: Cl(=O)(=O)(=O)O.CN1C(=CC(=C1C(C1=CC=CC=C1)=NC)C)CC(=O)OC (Methyl 1,4-Dimethyl-5-[(methylimino)phenylmethyl]-1H-pyrrole-2-acetate Perchlorate). The yield is 62.1%. As a reaction SMILES: [CH3:1][N:2]1[CH:6]=[C:5]([CH3:7])[CH:4]=[C:3]1[CH2:8][C:9]([O:11][CH3:12])=[O:10].[CH3:13][N:14]=[C:15](Cl)[C:16]1[CH:21]=[CH:20][CH:19]=[CH:18][CH:17]=1.[Cl:23]([OH:27])(=[O:26])(=[O:25])=[O:24]>Cl.C(Cl)(Cl)Cl>[Cl:23]([OH:27])(=[O:26])(=[O:25])=[O:24].[CH3:1][N:2]1[C:6]([C:15](=[N:14][CH3:13])[C:16]2[CH:21]=[CH:20][CH:19]=[CH:18][CH:17]=2)=[C:5]([CH3:7])[CH:4]=[C:3]1[CH2:8][C:9]([O:11][CH3:12])=[O:10] |f:5.6|. Procedure: Methyl 1,4-dimethyl-1H-pyrrole-2-acetate (1.66 g, 10 mmole) was placed in a 25 ml round bottom flask and treated with alcohol free chloroform (2 ml) and N-methyl benzimidoyl chloride (1.78 g, 12 mmole). The solution was treated with several drops of ethereal hydrogen chloride--mild exotherm. The reaction was protected with a calcium chloride drying tube and stirred at room temperature for about four hours. The reaction was diluted with chloroform, quenched into saturated sodium bicarbonate, wash... The reactants are CC1OC1(Cn1cncn1)c1ccccc1F, O=c1[nH]ccn1-c1ccc(-n2ccnn2)cc1. The product is CC(n1ccn(-c2ccc(-n3ccnn3)cc2)c1=O)C(O)(Cn1cncn1)c1ccccc1F. As a reaction SMILES: [F:1][c:2]1[c:3]([C:8]2([CH2:12][n:13]3[n:14][cH:15][n:16][cH:17]3)[O:9][CH:10]2[CH3:11])[cH:4][cH:5][cH:6][cH:7]1.[n:18]1(-[c:23]2[cH:24][cH:25][c:26](-[n:29]3[c:30](=[O:34])[nH:31][cH:32][cH:33]3)[cH:27][cH:28]2)[n:19][n:20][cH:21][cH:22]1>>[F:1][c:2]1[c:3]([C:8]([OH:9])([CH:10]([CH3:11])[n:31]2[c:30](=[O:34])[n:29](-[c:26]3[cH:25][cH:24][c:23](-[n:18]4[n:19][n:20][cH:21][cH:22]4)[cH:28][cH:27]3)[cH:33][cH:32]2)[CH2:12][n:13]2[n:14][cH:15][n:16][cH:17]2)[cH:4][cH:5][cH:6][cH:7]1.